This data is from the Open Reaction Database (ORD), a public repository of structured organic reaction records. The task is: describe an organic reaction: reactants, conditions, products, and yield The reactants are C1CCOC1, CI, CC(O)(CN1C(=O)c2ccccc2C1=O)C(F)(F)F, [H-], [Na+]. Product: COC(C)(CN1C(=O)c2ccccc2C1=O)C(F)(F)F. RXN SMILES: [CH2:24]1[O:25][CH2:26][CH2:27][CH2:28]1.[CH3:22][I:23].[F:1][C:2]([C:3]([CH2:4][N:5]1[C:6](=[O:15])[c:7]2[cH:8][cH:9][cH:10][cH:11][c:12]2[C:13]1=[O:14])([CH3:16])[OH:17])([F:18])[F:19].[H-:21].[Na+:20]>>[F:1][C:2]([C:3]([CH2:4][N:5]1[C:6](=[O:15])[c:7]2[cH:8][cH:9][cH:10][cH:11][c:12]2[C:13]1=[O:14])([CH3:16])[O:17][CH3:22])([F:18])[F:19]. Starting materials: BrC=1C=2N(C=CC1C1=CC=C(C#N)C=C1)C(N(N2)CC=2C(=NC(=CC2)C(F)(F)F)C)=O (4-(8-bromo-2-((2-methyl-6-(trifluoromethyl)pyridin-3-yl)methyl)-3-oxo-2,3-dihydro-[1,2,4]triazolo[4,3-a]pyridin-7-yl)benzonitrile), C(Cl)Cl (CH2Cl2), C1(=CC=CC=C1)B(O)O (phenylboronic acid), [O-]P(=O)([O-])[O-].[K+].[K+].[K+] (K3PO4). The reagents and catalysts are C1=CC=C(C=C1)P([C-]2C=CC=C2)C3=CC=CC=C3.C1=CC=C(C=C1)P([C-]2C=CC=C2)C3=CC=CC=C3.Cl[Pd]Cl.[Fe+2] (Pd(dppf)Cl2). Solvent: C1CCOC1 (THF). Run at temperature 90 celsius, time 4.5 hour. Product: CC1=NC(=CC=C1CN1N=C2N(C=CC(=C2C2=CC=CC=C2)C2=CC=C(C#N)C=C2)C1=O)C(F)(F)F (4-(2-((2-methyl-6-(trifluoromethyl)pyridin-3-yl)methyl)-3-oxo-8-phenyl-2,3-dihydro-[1,2,4]triazolo[4,3-a]pyridin-7-yl)benzonitrile). Isolated yield 90.0%. As a reaction SMILES: Br[C:2]1[C:3]2[N:4]([C:16](=[O:31])[N:17]([CH2:19][C:20]3[C:21]([CH3:30])=[N:22][C:23]([C:26]([F:29])([F:28])[F:27])=[CH:24][CH:25]=3)[N:18]=2)[CH:5]=[CH:6][C:7]=1[C:8]1[CH:15]=[CH:14][C:11]([C:12]#[N:13])=[CH:10][CH:9]=1.[C:32]1(B(O)O)[CH:37]=[CH:36][CH:35]=[CH:34][CH:33]=1.[O-]P([O-])([O-])=O.[K+].[K+].[K+].C(Cl)Cl>C1C=CC(P(C2C=CC=CC=2)[C-]2C=CC=C2)=CC=1.C1C=CC(P(C2C=CC=CC=2)[C-]2C=CC=C2)=CC=1.Cl[Pd]Cl.[Fe+2].C1COCC1>[CH3:30][C:21]1[C:20]([CH2:19][N:17]2[C:16](=[O:31])[N:4]3[CH:5]=[CH:6][C:7]([C:8]4[CH:9]=[CH:10][C:11]([C:12]#[N:13])=[CH:14][CH:15]=4)=[C:2]([C:32]4[CH:37]=[CH:36][CH:35]=[CH:34][CH:33]=4)[C:3]3=[N:18]2)=[CH:25][CH:24]=[C:23]([C:26]([F:27])([F:29])[F:28])[N:22]=1 |f:2.3.4.5,7.8.9.10|. Procedure details: Into a flame-dried reaction vessel under argon was placed 4-(8-bromo-2-((2-methyl-6-(trifluoromethyl)pyridin-3-yl)methyl)-3-oxo-2,3-dihydro-[1,2,4]triazolo[4,3-a]pyridin-7-yl)benzonitrile (49 mg, 0.1 mmol), phenylboronic acid (37 mg, 0.3 mmol), K3PO4 (64 mg, 0.3 mmol), Pd(dppf)Cl2.CH2Cl2 (8.0 mg, 0.01 mmol) and anhydrous THF (1.5 mL). The suspension was degassed with argon bubbling, and the reaction vessel was sealed and stirred at 90° C. for 4.5 h. Analysis by HPLC/MS indicated the reaction was... Starting materials: FC(C(=O)OC)(F)F (methyl trifluoroacetate), ClCCO (2-chloroethanol), CS(=O)C (dimethylsulfoxide), [H-].[Na+] (NaH). Solvent: O (water). Conditions: time 2 hour. Yields the product COC1(OCCO1)C(F)(F)F (2-methoxy-2-trifluoromethyl-1,3-dioxolane). The yield is 62.7%. RXN SMILES: [F:1][C:2]([F:8])([F:7])[C:3]([O:5][CH3:6])=[O:4].Cl[CH2:10][CH2:11][OH:12].CS(C)=O.[H-].[Na+]>O>[CH3:6][O:5][C:3]1([C:2]([F:8])([F:7])[F:1])[O:12][CH2:11][CH2:10][O:4]1 |f:3.4|. Procedure details: A mixture of 42.0 g (0.33 mol) of methyl trifluoroacetate, 26.6 g (0.33 mol) of 2-chloroethanol, and 150 mL of dimethylsulfoxide (DMSO) was stirred at 10°-20° while 15.8 g (0.33 mol) of 50% NaH in mineral oil was added portionwise. The resulting mixture was stirred at 20° for 2 h, at 25° for several days, and then poured into 1 L of water. The resulting aqueous layer was extracted with 100 mL of ether. The organic layers were combined, then washed twice with water, dried over CaSO4, and distille... The reactants are CC(=O)O[BH-](OC(C)=O)OC(C)=O, O=C([O-])O, CN1CCCC1=O, CC(=O)O, CC(C)c1nc(C(=O)N2CCOC3(CCNCC3)C2)cs1, O=Cc1ccc(Cl)c(CCO)c1, O=C(O)C(F)(F)F, [Na+], [Na+]. Yields the product CC(C)c1nc(C(=O)N2CCOC3(CCN(Cc4ccc(Cl)c(CCO)c4)CC3)C2)cs1. Reaction SMILES: [C:41]([O:42][BH-:43]([O:44][C:45](=[O:46])[CH3:47])[O:48][C:49](=[O:50])[CH3:51])(=[O:52])[CH3:53].[C:55](=[O:56])([OH:57])[O-:58].[CH3:60][N:61]1[CH2:62][CH2:63][CH2:64][C:65]1=[O:66].[CH3:67][C:68](=[O:69])[OH:70].[CH:8]([CH3:9])([CH3:10])[c:11]1[s:12][cH:13][c:14]([C:16](=[O:17])[N:18]2[CH2:19][CH2:20][O:21][C:22]3([CH2:23]2)[CH2:24][CH2:25][NH:26][CH2:27][CH2:28]3)[n:15]1.[Cl:29][c:30]1[c:31]([CH2:38][CH2:39][OH:40])[cH:32][c:33]([CH:34]=[O:35])[cH:36][cH:37]1.[F:1][C:2]([F:3])([F:4])[C:5]([OH:6])=[O:7].[Na+:54].[Na+:59]>>[CH:8]([CH3:9])([CH3:10])[c:11]1[s:12][cH:13][c:14]([C:16](=[O:17])[N:18]2[CH2:19][CH2:20][O:21][C:22]3([CH2:23]2)[CH2:24][CH2:25][N:26]([CH2:34][c:33]2[cH:32][c:31]([CH2:38][CH2:39][OH:40])[c:30]([Cl:29])[cH:37][cH:36]2)[CH2:27][CH2:28]3)[n:15]1.